From a dataset of the Open Reaction Database (ORD), a public repository of structured organic reaction records. describe an organic reaction: reactants, conditions, products, and yield The reactants are CC1=CC=C(CC2CCN(CC2)C(C(=O)O)=O)C=C1 ([4-(4-methyl-benzyl)-piperidin-1-yl]-oxo-acetic acid), NC=1C=CC2=C(CS(N2)(=O)=O)C1 (5-amino-1,3-dihydro-2,1-benzisothiazole-2,2-dioxide). Solvent: C(C)(C)O (isopropanol). The product is O=S1(NC2=C(C1)C=C(C=C2)NC(C(=O)N2CCC(CC2)CC2=CC=C(C=C2)C)=O)=O (N-(2,2-Dioxo-2,3-dihydro-1H-2λ6-benzo[c]isothiazol-5-yl)-2-[4-(4-methyl-benzyl)-piperidin-1-yl)-2-oxo-acetamide). Reaction SMILES: [CH3:1][C:2]1[CH:19]=[CH:18][C:5]([CH2:6][CH:7]2[CH2:12][CH2:11][N:10]([C:13](=[O:17])[C:14]([OH:16])=O)[CH2:9][CH2:8]2)=[CH:4][CH:3]=1.[NH2:20][C:21]1[CH:22]=[CH:23][C:24]2[NH:28][S:27](=[O:30])(=[O:29])[CH2:26][C:25]=2[CH:31]=1>C(O)(C)C>[O:29]=[S:27]1(=[O:30])[CH2:26][C:25]2[CH:31]=[C:21]([NH:20][C:14](=[O:16])[C:13]([N:10]3[CH2:9][CH2:8][CH:7]([CH2:6][C:5]4[CH:4]=[CH:3][C:2]([CH3:1])=[CH:19][CH:18]=4)[CH2:12][CH2:11]3)=[O:17])[CH:22]=[CH:23][C:24]=2[NH:28]1. Procedure details: The title compound is prepared from [4-(4-methyl-benzyl)-piperidin-1-yl]-oxo-acetic acid (Example 119b) and 5-amino-1,3-dihydro-2,1-benzisothiazole-2,2-dioxide according to the method described in Example 94. Melting Point: 186° C. (isopropanol) Starting materials: C([O-])([O-])=O.[K+].[K+] (potassium carbonate), ClC1=NC=CC(=N1)C1CCC1 (2-Chloro-4-cyclobutylpyrimidine), CC(C)C1=CC(=C(C(=C1)C(C)C)C2=C(C=CC=C2)P(C3CCCCC3)C4CCCCC4)C(C)C (XPhos), NC=1C=C(C=C(C1)C)C1=CN=C(S1)N1CC(NCCC1)=O (4-[5-(3-amino-5-methylphenyl)-1,3-thiazol-2-yl]-1,4-diazepan-2-one), NC=1C=C(C=C(C1)C)C1=CN=C(S1)N1CC(NCCC1)=O (4-[5-(3-amino-5-methylphenyl)-1,3-thiazol-2-yl]-1,4-diazepan-2-one). Reagents/catalysts: C=1C=CC(=CC1)/C=C/C(=O)/C=C/C2=CC=CC=C2.C=1C=CC(=CC1)/C=C/C(=O)/C=C/C2=CC=CC=C2.C=1C=CC(=CC1)/C=C/C(=O)/C=C/C2=CC=CC=C2.[Pd].[Pd] (Pd2(dba)3). Solvent: C(C)(C)(CC)O (t-amyl alcohol). Reaction conditions: temperature 90 celsius, time 8 hour. The product is C1(CCC1)C1=NC(=NC=C1)NC=1C=C(C=C(C1)C)C1=CN=C(S1)N1CC(NCCC1)=O (4-(5-{3-[(4-cyclobutylpyrimidin-2-yl)amino]-5-methylphenyl}-1,3-thiazol-2-yl)-1,4-diazepan-2-one). Yield: 74074.1%. Reaction SMILES: Cl[C:2]1[N:7]=[C:6]([CH:8]2[CH2:11][CH2:10][CH2:9]2)[CH:5]=[CH:4][N:3]=1.[NH2:12][C:13]1[CH:14]=[C:15]([C:20]2[S:24][C:23]([N:25]3[CH2:31][CH2:30][CH2:29][NH:28][C:27](=[O:32])[CH2:26]3)=[N:22][CH:21]=2)[CH:16]=[C:17]([CH3:19])[CH:18]=1.CC(C1C=C(C(C)C)C(C2C=CC=CC=2P(C2CCCCC2)C2CCCCC2)=C(C(C)C)C=1)C.C(=O)([O-])[O-].[K+].[K+]>C(O)(CC)(C)C.C1C=CC(/C=C/C(/C=C/C2C=CC=CC=2)=O)=CC=1.C1C=CC(/C=C/C(/C=C/C2C=CC=CC=2)=O)=CC=1.C1C=CC(/C=C/C(/C=C/C2C=CC=CC=2)=O)=CC=1.[Pd].[Pd]>[CH:8]1([C:6]2[CH:5]=[CH:4][N:3]=[C:2]([NH:12][C:13]3[CH:14]=[C:15]([C:20]4[S:24][C:23]([N:25]5[CH2:31][CH2:30][CH2:29][NH:28][C:27](=[O:32])[CH2:26]5)=[N:22][CH:21]=4)[CH:16]=[C:17]([CH3:19])[CH:18]=3)[N:7]=2)[CH2:11][CH2:10][CH2:9]1 |f:3.4.5,7.8.9.10.11|. Procedure: 2-Chloro-4-cyclobutylpyrimidine (50 mg, 0.297 mmol), 4-[5-(3-amino-5-methylphenyl)-1,3-thiazol-2-yl]-1,4-diazepan-2-one (Intermediate XX, 90 mg, 0.297 mmol), Pd2(dba)3 (27.2 mg, 0.030 mmol), XPhos (70.7 mg, 0.148 mmol), and potassium carbonate (82 mg, 0.593 mmol) were combined in t-amyl alcohol (0.99 ml). The mixture was purged with argon for 5 minutes, capped, and stirred at 90° C. overnight. The mixture was then cooled to room temperature and loaded directly on the column and was purified by s... The reactants are CS(C)=O, O=C(CCl)NOc1ccccc1, O=C(O)C(=NO)c1ccco1. Yields the product O=C(CON=C(C(=O)O)c1ccco1)NOc1ccccc1. Reaction SMILES: [CH3:24][S:25]([CH3:26])=[O:27].[Cl:1][CH2:2][C:3](=[O:4])[NH:5][O:6][c:7]1[cH:8][cH:9][cH:10][cH:11][cH:12]1.[o:13]1[c:14]([C:18]([C:19](=[O:20])[OH:21])=[N:22][OH:23])[cH:15][cH:16][cH:17]1>>[CH2:2]([C:3](=[O:4])[NH:5][O:6][c:7]1[cH:8][cH:9][cH:10][cH:11][cH:12]1)[O:23][N:22]=[C:18]([c:14]1[o:13][cH:17][cH:16][cH:15]1)[C:19](=[O:20])[OH:21]. Reactants: C[S@@](=O)C1=CC=C(C=C1)C ((R)-(+)-methyl p-tolylsulfoxide), FC(C(CC(C)(C)C1=C(C=CC(=C1)F)OC)=O)(F)F (1,1,1-Trifluoro-4-(5-fluoro-2-methoxyphenyl)-4-methylpentan-2-one), C(C)(C)[N-]C(C)C.[Li+] (lithium diisopropylamide), solution, C1CCCCC1 (cyclohexane). Solvent: C1CCOC1 (THF), C1CCOC1 (THF). Conditions: time 15 minute. The product is FC([C@](CC(C)(C)C1=C(C=CC(=C1)F)OC)(O)C[S@@](=O)C1=CC=C(C=C1)C)(F)F ((S)-1,1,1-trifluoro-4-(5-fluoro-2-methoxyphenyl)-4-methyl-2-((R)-toluene-4-sulfinylmethyl)pentan-2-ol), FC([C@@](CC(C)(C)C1=C(C=CC(=C1)F)OC)(O)C[S@@](=O)C1=CC=C(C=C1)C)(F)F ((R)-1,1,1-trifluoro-4-(5-fluoro-2-methoxyphenyl)-4-methyl-2-((R)-toluene-4-sulfinylmethyl)pentan-2-ol). The yield is 29.0%. As a reaction SMILES: [CH3:1][S@:2]([C:4]1[CH:9]=[CH:8][C:7]([CH3:10])=[CH:6][CH:5]=1)=[O:3].C([N-]C(C)C)(C)C.[Li+].C1CCCCC1.[F:25][C:26]([F:43])([F:42])[C:27](=[O:41])[CH2:28][C:29]([C:32]1[CH:37]=[C:36]([F:38])[CH:35]=[CH:34][C:33]=1[O:39][CH3:40])([CH3:31])[CH3:30]>C1COCC1>[F:43][C:26]([F:25])([F:42])[C@@:27]([CH2:1][S@:2]([C:4]1[CH:9]=[CH:8][C:7]([CH3:10])=[CH:6][CH:5]=1)=[O:3])([OH:41])[CH2:28][C:29]([C:32]1[CH:37]=[C:36]([F:38])[CH:35]=[CH:34][C:33]=1[O:39][CH3:40])([CH3:31])[CH3:30].[F:43][C:26]([F:25])([F:42])[C@:27]([CH2:1][S@:2]([C:4]1[CH:9]=[CH:8][C:7]([CH3:10])=[CH:6][CH:5]=1)=[O:3])([OH:41])[CH2:28][C:29]([C:32]1[CH:37]=[C:36]([F:38])[CH:35]=[CH:34][C:33]=1[O:39][CH3:40])([CH3:31])[CH3:30] |f:1.2|. Reported procedure: To a suspension of (R)-(+)-methyl p-tolylsulfoxide (28.2 g, 183 mmol) in 200 mL of anhydrous THF at −78° C. was added lithium diisopropylamide (LDA) mono(tetrahydrofuran), 1.5 M solution in cyclohexane (122 mL, 183 mmol) over 30 minutes. The resulting clear yellow solution was stirred for an additional 15 minutes. 1,1,1-Trifluoro-4-(5-fluoro-2-methoxyphenyl)-4-methylpentan-2-one (46.3 g, 166 mmol) dissolved in 125 mL of THF was then added via cannula over 30 minutes. After 1.5 hours at −78° C., ... Starting materials: BrC1=COC2=C1C=CC=C2 (3-bromobenzofuran), [N+](=O)(O)[O-] (nitric acid), N(=O)[O-].[Na+] (Sodium nitrite), [N+](=O)(O)[O-] (nitric acid). Solvent: CO (methanol). Reaction conditions: time 15 minute. The product is BrC1=C(OC2=C1C=CC=C2)[N+](=O)[O-] (3-bromo-2-nitrobenzofuran). Reaction SMILES: [Br:1][C:2]1[C:6]2[CH:7]=[CH:8][CH:9]=[CH:10][C:5]=2[O:4][CH:3]=1.[N+:11]([O-])([OH:13])=[O:12].N([O-])=O.[Na+]>CO>[Br:1][C:2]1[C:6]2[CH:7]=[CH:8][CH:9]=[CH:10][C:5]=2[O:4][C:3]=1[N+:11]([O-:13])=[O:12] |f:2.3|. Procedure: A 5.0 g. sample of powdered 3-bromobenzofuran on a glass dish is placed next to a container of nitric acid. Sodium nitrite is added periodically to the nitric acid, and the entire experiment is covered with a bell jar. After about 15 minutes the powder becomes an oil. After 12 hours the product is dissolved in hot methanol and slowly crystallized by cooling. Recrystallization from methanol provides yellow crystals of 3-bromo-2-nitrobenzofuran, m.p. 130°-132° C. (lit. 132° C.). Starting materials: ClC1=C(N)C=CC=C1Cl (2,3-dichloroaniline), C(CC(=O)OCC)(=O)OCC (diethyl malonate). Run at temperature 170 celsius, time 8 hour. Yields the product ClC1=C(C=CC=C1Cl)NC(CC(=O)NC1=C(C(=CC=C1)Cl)Cl)=O (N1,N3-di(2,3-dichloro-phenyl)-malonamide). As a reaction SMILES: [Cl:1][C:2]1[C:8]([Cl:9])=[CH:7][CH:6]=[CH:5][C:3]=1[NH2:4].[C:10]([O:18]CC)(=O)[CH2:11][C:12]([O:14]CC)=O>>[Cl:1][C:2]1[C:8]([Cl:9])=[CH:7][CH:6]=[CH:5][C:3]=1[NH:4][C:12](=[O:14])[CH2:11][C:10]([NH:4][C:3]1[CH:5]=[CH:6][CH:7]=[C:8]([Cl:9])[C:2]=1[Cl:1])=[O:18]. Reported procedure: 100 mmol 2,3-dichloroaniline and 50 mmol diethyl malonate were put together and stirred at overnight 170° C. The formed ethanol was distilled off directly (100 mmol≡6.6 mL) on a stream of nitrogen. N1,N3-di(2,3-dichloro-phenyl)-malonamide was formed as one solid block. The reaction was cooled and EtOAc was added. The product had to be crushed with a mortar, because it resembled very hard brick. The crushed material was stirred in EtOAc and filtered. EtOAc added was added twice and the mixture wa... Starting materials: [Na] (sodium), C(C)OC(=O)CC(=O)N(CCC(=O)OCC)CC (ethyl N-ethoxycarbonylacetyl-3-ethylaminopropionate), resultant mixture, [O-]CC.[Na+] (sodium ethoxide). The solvent is C(C)O (ethanol), C(C)O (ethanol). Yields the product C(=O)(OCC)C1C(N(CCC1=O)CC)=O (3-carboethoxy-1-ethylpiperidine-2,4-dione). The yield is 71.0%. Reaction SMILES: [O-]CC.[Na+].[Na].[CH2:6]([O:8][C:9]([CH2:11][C:12]([N:14]([CH2:22][CH3:23])[CH2:15][CH2:16][C:17]([O:19]CC)=O)=[O:13])=[O:10])[CH3:7]>C(O)C>[C:9]([CH:11]1[C:17](=[O:19])[CH2:16][CH2:15][N:14]([CH2:22][CH3:23])[C:12]1=[O:13])([O:8][CH2:6][CH3:7])=[O:10] |f:0.1,^1:4|. Procedure: To an ethanol solution of sodium ethoxide which had been synthesized by adding 5.8 g of metallic sodium to 300 ml of ethanol, 62.2 g of ethyl N-ethoxycarbonylacetyl-3-ethylaminopropionate (Referential Example 34) was added. The resultant mixture was refluxed for 4 hours. After allowing the reaction mixture to cool down, ethanol was distilled off. Ethyl acetate and a dilute aqueous solution of hydrogen chloride were added. The resulting mixture was shaken. After washing the organic layer with wat... The reactants are CC(C)c1cc(C(C)O)no1, O, Cc1ccc(S(=O)(=O)Cl)cc1, c1ccncc1. Product: CC(C)c1cc(C(C)Cl)no1. RXN SMILES: [CH:1]([CH3:2])([CH3:3])[c:4]1[cH:5][c:6]([CH:9]([CH3:10])[OH:11])[n:7][o:8]1.[OH2:23].[c:12]1([CH3:13])[cH:14][cH:15][c:16]([S:17](=[O:18])(=[O:19])[Cl:21])[cH:20][cH:22]1.[cH:24]1[cH:25][cH:26][n:27][cH:28][cH:29]1>>[CH:1]([CH3:2])([CH3:3])[c:4]1[cH:5][c:6]([CH:9]([CH3:10])[Cl:21])[n:7][o:8]1. Yields the product C(C)(C)C1=CC=C(C(=O)C2=C(C(=O)O)C=CC=C2)C=C1 (2-(4'-Isopropyl benzoyl)benzoic acid). RXN SMILES: [C:1]1(=[O:11])[O:6][C:4](=[O:5])[C:3]2=[CH:7][CH:8]=[CH:9][CH:10]=[C:2]12.[Cl-].[Al+3].[Cl-].[Cl-].[CH:16]([C:19]1[CH:24]=[CH:23][CH:22]=[CH:21][CH:20]=1)([CH3:18])[CH3:17].C([O-])([O-])=O.[Na+].[Na+]>C(=S)=S>[CH:16]([C:19]1[CH:24]=[CH:23][C:22]([C:4]([C:3]2[CH:7]=[CH:8][CH:9]=[CH:10][C:2]=2[C:1]([OH:6])=[O:11])=[O:5])=[CH:21][CH:20]=1)([CH3:18])[CH3:17] |f:1.2.3.4,6.7.8|. Procedure: A mixture of 16 g (0.11 mol) phthalic anhydride, 30 g (0.22 mol) aluminum chloride and 12 g (0.10 mol) isopropylbenzene in 120 mL carbon disulfide was refluxed for 7 h in a water bath. The carbon sulfide was then removed by distillation. A dilute HCl solution (100 mL, 1.2N) was then added slowly to the remaining residue. The aqueous phase was decanted to yield a sticky solid. Na2CO3 aqueous solution (500 mL, 15%) was added slowly to the residue which resulted in considerable foaming. The solutio... Solvent: C(=S)=S (carbon disulfide). Starting materials: C(=O)([O-])[O-].[Na+].[Na+] (Na2CO3), C1(C=2C(C(=O)O1)=CC=CC2)=O (phthalic anhydride), [Cl-].[Al+3].[Cl-].[Cl-] (aluminum chloride), C(C)(C)C1=CC=CC=C1 (isopropylbenzene).